This data is from the Open Reaction Database (ORD), a public repository of structured organic reaction records. The task is: describe an organic reaction: reactants, conditions, products, and yield The solvent is C1(=CC=CC=C1)C (toluene), C1(=CC=CC=C1)C (toluene). Product: [N+](=O)([O-])C=1C=C(C=CC1)C1=CC2=C(SC3=C2C=CC=C3)C=C1 (2-(3-Nitrophenyl)dibenzothiophene). The reagents and catalysts are C=1C=CC(=CC1)[P](C=2C=CC=CC2)(C=3C=CC=CC3)[Pd]([P](C=4C=CC=CC4)(C=5C=CC=CC5)C=6C=CC=CC6)([P](C=7C=CC=CC7)(C=8C=CC=CC8)C=9C=CC=CC9)[P](C=1C=CC=CC1)(C=1C=CC=CC1)C=1C=CC=CC1 (Pd(PPh3)4). Reaction conditions: temperature 80 celsius, time 48 hour. Procedure details: 15.0 g of 2-bromodibenzothiophene (57.0 mmol) and 14.3 g of 2-nitrophenylboronic acid (85.5 mmol) are dissolved in 400 ml of toluene and degassed. 370 ml of a degassed 2 M K2CO3 and 1.6 g of Pd(PPh3)4 (1.4 mmol) are added. The reaction mixture is stirred at 80° C. for 48 h under a protective-gas atmosphere. Further toluene is added to the cooled solution, which is washed a number of times with water, dried and evaporated. The residue in the form of a yellowish oil is employed in the subsequent r... Reactants: BrC1=CC2=C(SC3=C2C=CC=C3)C=C1 (2-bromodibenzothiophene), [N+](=O)([O-])C1=C(C=CC=C1)B(O)O (2-nitrophenylboronic acid), C(=O)([O-])[O-].[K+].[K+] (K2CO3). As a reaction SMILES: Br[C:2]1[CH:14]=[CH:13][C:5]2[S:6][C:7]3[CH:12]=[CH:11][CH:10]=[CH:9][C:8]=3[C:4]=2[CH:3]=1.[N+:15]([C:18]1[CH:23]=[CH:22][CH:21]=[CH:20][C:19]=1B(O)O)([O-:17])=[O:16].C([O-])([O-])=O.[K+].[K+]>C1(C)C=CC=CC=1.C1C=CC([P]([Pd]([P](C2C=CC=CC=2)(C2C=CC=CC=2)C2C=CC=CC=2)([P](C2C=CC=CC=2)(C2C=CC=CC=2)C2C=CC=CC=2)[P](C2C=CC=CC=2)(C2C=CC=CC=2)C2C=CC=CC=2)(C2C=CC=CC=2)C2C=CC=CC=2)=CC=1>[N+:15]([C:18]1[CH:19]=[C:20]([C:2]2[CH:14]=[CH:13][C:5]3[S:6][C:7]4[CH:12]=[CH:11][CH:10]=[CH:9][C:8]=4[C:4]=3[CH:3]=2)[CH:21]=[CH:22][CH:23]=1)([O-:17])=[O:16] |f:2.3.4,^1:43,45,64,83|. Starting materials: FC(C(=O)O)(F)F (trifluoroacetic acid), O1C(OCC1)CN1C(C=CC2=CC=NC=C12)=O (1-(1,3-dioxolan-2-ylmethyl)-1,7-naphthyridin-2(1H)-one), FC(C(=O)O)(F)F (trifluoroacetic acid), FC(C(=O)O)(F)F (trifluoroacetic acid). The yield is 99.5%. Reaction conditions: temperature 75 celsius, time 2 hour. Procedure details: To 3.1 g of 1-(1,3-dioxolan-2-ylmethyl)-1,7-naphthyridin-2(1H)-one, 30 mL of an 80% aqueous trifluoroacetic acid solution was added, and the mixture was stirred at 70 to 80° C. for 2 hours. The reaction mixture was cooled to room temperature, then 30 mL of an 80% aqueous trifluoroacetic acid solution was added thereto, the mixture was stirred at 70 to 80° C. for 3 hours 30 minutes, and the temperature was increased to 75 to 85° C. and the mixture was stirred for 2 hours. Thereto was further adde... As a reaction SMILES: [O:1]1CCO[CH:2]1[CH2:6][N:7]1[C:16]2[C:11](=[CH:12][CH:13]=[N:14][CH:15]=2)[CH:10]=[CH:9][C:8]1=[O:17].FC(F)(F)C(O)=O>>[O:17]=[C:8]1[CH:9]=[CH:10][C:11]2[C:16](=[CH:15][N:14]=[CH:13][CH:12]=2)[N:7]1[CH2:6][CH:2]=[O:1]. Product: O=C1N(C2=CN=CC=C2C=C1)CC=O ((2-oxo-1,7-naphthyridin-1(2H)-yl)acetaldehyde). The reactants are C1(CC1)N1C=C(C(C2=C(C(=C(C(=C12)C)F)F)[N+](=O)[O-])=O)C(=O)OCC (ethyl 1-cyclopropyl-6,7-difluoro-1,4-dihydro-8-methyl-5-nitro-4-oxoquinoline-3-carboxylate). The reagents and catalysts are [Ni] (Raney nickel). Solvent: C(C)(=O)O (acetic acid). Reaction conditions: time 1.5 hour. Yields the product NC1=C2C(C(=CN(C2=C(C(=C1F)F)C)C1CC1)C(=O)OCC)=O (Ethyl 5-amino-1-cyclopropyl-6,7-difluoro-1,4-dihydro-8-methyl-4-oxoquinoline-3-carboxylate). Yield: 87.4%. As a reaction SMILES: [CH:1]1([N:4]2[C:13]3[C:8](=[C:9]([N+:17]([O-])=O)[C:10]([F:16])=[C:11]([F:15])[C:12]=3[CH3:14])[C:7](=[O:20])[C:6]([C:21]([O:23][CH2:24][CH3:25])=[O:22])=[CH:5]2)[CH2:3][CH2:2]1>[Ni].C(O)(=O)C>[NH2:17][C:9]1[C:10]([F:16])=[C:11]([F:15])[C:12]([CH3:14])=[C:13]2[C:8]=1[C:7](=[O:20])[C:6]([C:21]([O:23][CH2:24][CH3:25])=[O:22])=[CH:5][N:4]2[CH:1]1[CH2:3][CH2:2]1. Procedure details: A suspension containing 18.5 g of ethyl 1-cyclopropyl-6,7-difluoro-1,4-dihydro-8-methyl-5-nitro-4-oxoquinoline-3-carboxylate, 10 ml of Raney nickel, and 300 ml of acetic acid was hydrogenated at room temperature for 1.5 hours under atmospheric pressure. The catalyst was filtered off and the filtrate was concentrated. The resulting residue was added with 150 ml of 10% aqueous potassium carbonate, and then the mixture was extracted with methylene chloride. The organic layer was dried and concentra... Starting materials: C(C)(=O)O[C@H]1[C@H](N(CC1)C(=O)OC(C)(C)C)C(=O)O ((3R)-3-acetoxy-1-(tert-butoxycarbonyl)-L-proline), C(C)(C)(C)C1=CC(=C(C=C1)N)N (4-tert-butyl-1,2-diaminobenzene). The solvent is Cl (HCl). Run at temperature 60 celsius. Product: C(C)(C)(C)C1=CC2=C(NC(=N2)[C@H]2NCC[C@H]2O)C=C1 ((2R,3R)-2-(5-tert-Butyl-1H-benzimidazol-2-yl)pyrrolidin-3-ol). RXN SMILES: C([O:4][C@@H:5]1[CH2:9][CH2:8][N:7](C(OC(C)(C)C)=O)[C@@H:6]1[C:17](O)=O)(=O)C.[C:20]([C:24]1[CH:29]=[CH:28][C:27]([NH2:30])=[C:26]([NH2:31])[CH:25]=1)([CH3:23])([CH3:22])[CH3:21]>Cl>[C:20]([C:24]1[CH:29]=[CH:28][C:27]2[NH:30][C:17]([C@@H:6]3[C@H:5]([OH:4])[CH2:9][CH2:8][NH:7]3)=[N:31][C:26]=2[CH:25]=1)([CH3:23])([CH3:21])[CH3:22]. Procedure details: The title compound was prepared according to Method 4 Steps 1 and 2 using (3R)-3-acetoxy-1-(tert-butoxycarbonyl)-L-proline (Preparation 47) and 4-tert-butyl-1,2-diaminobenzene. The residue was dissolved in 6N HCl (5 mL) at 0° C. and then heated to 60° C. for 4 hours. The reaction was cooled, concentrated in vacuo and purified through an SCX cartridge (47 mg, 66%). Reactants: C=CS(=O)(=O)NC, CC(C)n1ncnc1-c1nc2c(s1)CCOc1cc(C3CNC3)ccc1-2. Product: CNS(=O)(=O)CCN1CC(c2ccc3c(c2)OCCc2sc(-c4ncnn4C(C)C)nc2-3)C1. As a reaction SMILES: [CH:27](=[CH2:28])[S:29](=[O:30])(=[O:31])[NH:32][CH3:33].[NH:1]1[CH2:2][CH:3]([c:5]2[cH:6][c:7]3[c:8]([cH:25][cH:26]2)-[c:9]2[n:10][c:11](-[c:17]4[n:18]([CH:22]([CH3:23])[CH3:24])[n:19][cH:20][n:21]4)[s:12][c:13]2[CH2:14][CH2:15][O:16]3)[CH2:4]1>>[N:1]1([CH2:28][CH2:27][S:29](=[O:30])(=[O:31])[NH:32][CH3:33])[CH2:2][CH:3]([c:5]2[cH:6][c:7]3[c:8]([cH:25][cH:26]2)-[c:9]2[n:10][c:11](-[c:17]4[n:18]([CH:22]([CH3:23])[CH3:24])[n:19][cH:20][n:21]4)[s:12][c:13]2[CH2:14][CH2:15][O:16]3)[CH2:4]1. Reactants: BrC=1N=C2N(N=CC(=C2N[C@@H]2CN(C[C@@H]2CF)C(=O)OC(C)(C)C)C(N)=O)C1 ((3S,4S)-tert-butyl 3-((2-bromo-7-carbamoylimidazo[1,2-b]pyridazin-8-yl)amino)-4-(fluoromethyl)pyrrolidine-1-carboxylate), C(C)N1N=CC(=C1)B1OC(C(O1)(C)C)(C)C (1-ethyl-4-(4,4,5,5-tetramethyl-1,3,2-dioxaborolan-2-yl)-1H-pyrazole), C(#N)C1(CC1)C(=O)O (1-cyanocyclopropanecarboxylic acid). Product: C(#N)C1(CC1)C(=O)N1C[C@H]([C@H](C1)CF)NC=1C=2N(N=CC1C(=O)N)C=C(N2)C=2C=NN(C2)C (8-(((3S,4S)-1-(1-Cyanocyclopropanecarbonyl)-4-(fluoromethyl)pyrrolidin-3-yl)amino)-2-(1-methyl-1H-pyrazol-4-yl)imidazo[1,2-b]pyridazine-7-carboxamide). Reaction SMILES: Br[C:2]1[N:3]=[C:4]2[C:9]([NH:10][C@H:11]3[C@@H:15]([CH2:16][F:17])[CH2:14][N:13]([C:18]([O:20]C(C)(C)C)=O)[CH2:12]3)=[C:8]([C:25](=[O:27])[NH2:26])[CH:7]=[N:6][N:5]2[CH:28]=1.[CH2:29]([N:31]1[CH:35]=[C:34](B2OC(C)(C)C(C)(C)O2)[CH:33]=[N:32]1)C.[C:45]([C:47]1(C(O)=O)[CH2:49][CH2:48]1)#[N:46]>>[C:45]([C:47]1([C:18]([N:13]2[CH2:14][C@H:15]([CH2:16][F:17])[C@H:11]([NH:10][C:9]3[C:4]4[N:5]([CH:28]=[C:2]([C:34]5[CH:33]=[N:32][N:31]([CH3:29])[CH:35]=5)[N:3]=4)[N:6]=[CH:7][C:8]=3[C:25]([NH2:26])=[O:27])[CH2:12]2)=[O:20])[CH2:49][CH2:48]1)#[N:46]. Reported procedure: According to the procedure described for Example 56, Example 57 was prepared from (3S,4S)-tert-butyl 3-((2-bromo-7-carbamoylimidazo[1,2-b]pyridazin-8-yl)amino)-4-(fluoromethyl)pyrrolidine-1-carboxylate (from Step 2 of Example 56) via Suzuki coupling reaction with 1-ethyl-4-(4,4,5,5-tetramethyl-1,3,2-dioxaborolan-2-yl)-1H-pyrazole under conditions similar to Step 3 of Example 56, deprotection of N-Boc under conditions similar to Step 3 of Example 56 and amidation with 1-cyanocyclopropanecarboxyli... Reactants: C([O-])([O-])=O.[Na+].[Na+] (sodium carbonate), OO (hydrogen peroxide), OO (hydrogen peroxide), CC1(OCC=CCO1)C (2,2-dimethyl-4,7-dihydro-1,3-dioxepin), C(C1=CC=CC=C1)#N (benzonitrile). Run in CO (methanol). Yields the product CC1(OCC2OC2CO1)C (4,4-Dimethyl-3,5,8-trioxabicyclo-[5.1.0]-octane). The yield is 70.0%. Reaction SMILES: C(=O)([O-])[O-:2].[Na+].[Na+].[CH3:7][C:8]1([CH3:15])[O:14][CH2:13][CH:12]=[CH:11][CH2:10][O:9]1.C(#N)C1C=CC=CC=1.OO>CO>[CH3:7][C:8]1([CH3:15])[O:14][CH2:13][CH:12]2[CH:11]([O:2]2)[CH2:10][O:9]1 |f:0.1.2|. Procedure: To a suspension of sodium carbonate (37 g, 0.35 mole) in a mixture of the dioxepin (II) (158.7 g, 1.26 mole), benzonitrile (127.9 g, 1.26 mole) and methanol (150 ml), was added 30% aqueous hydrogen peroxide (42.2 g, 1.24 mole) during 30 min at such a rate that the temperature stayed below 80°. The mixture was kept at 80° with an oil bath for 2 hr, by which time 99% of the hydrogen peroxide added had reacted. The mixture was decanted and, then, subjected to fractional distillation first at 60 mm,... Reactants: [Br-], [Li]CCCC, CCC1=C([Ta](Cl)(Cl)C2=C(CC)C=CC2)CC=C1, C1CCOC1, COCCO[Al+]OCCOC, Cc1ccccc1, CC(C)[Mg+], [Cl-], [Cl-], [Cl-], [Cl-], [Cl-], [H-], [H-], [Na+], O, [Ta+5]. Product: CCC1=C([TaH3]C2=C(CC)C=CC2)CC=C1. Reaction SMILES: [Br-:7].[CH2:12]([Li:13])[CH2:14][CH2:15][CH3:16].[CH2:17]([CH3:18])[C:19]1=[C:20]([Ta:24]([Cl:25])([Cl:26])[C:27]2=[C:28]([CH2:32][CH3:33])[CH:29]=[CH:30][CH2:31]2)[CH2:21][CH:22]=[CH:23]1.[CH2:48]1[O:49][CH2:50][CH2:51][CH2:52]1.[CH3:35][O:36][CH2:37][CH2:38][O:39][Al+:40][O:41][CH2:42][CH2:43][O:44][CH3:45].[CH3:54][c:55]1[cH:56][cH:57][cH:58][cH:59][cH:60]1.[CH:8]([Mg+:9])([CH3:10])[CH3:11].[Cl-:1].[Cl-:2].[Cl-:3].[Cl-:4].[Cl-:5].[H-:34].[H-:47].[Na+:46].[OH2:53].[Ta+5:6]>>[CH2:17]([CH3:18])[C:19]1=[C:20]([TaH3:24][C:27]2=[C:28]([CH2:32][CH3:33])[CH:29]=[CH:30][CH2:31]2)[CH2:21][CH:22]=[CH:23]1.